Dataset: the Open Reaction Database (ORD), a public repository of structured organic reaction records. Task: describe an organic reaction: reactants, conditions, products, and yield Reactants: COC=1C=C(C=C(C1)OC)NC(CC(C)=O)=O (N-(3,5-dimethoxyphenyl)-3-oxo-butanamide), OS(=O)(=O)O (H2SO4), CCCCCC.C(C)(=O)OCC (hexane ethyl acetate). The solvent is O (water). Run at temperature 0 celsius, time 30 minute. The product is COC1=C2C(=CC(NC2=CC(=C1)OC)=O)C (5,7-dimethoxy4-methyl-1,2-dihydro-2-quinolinone). Yield: 97.3%. As a reaction SMILES: [CH3:1][O:2][C:3]1[CH:4]=[C:5]([NH:11][C:12](=[O:17])[CH2:13][C:14](=O)[CH3:15])[CH:6]=[C:7]([O:9][CH3:10])[CH:8]=1.OS(O)(=O)=O.CCCCCC.C(OCC)(=O)C>O>[CH3:1][O:2][C:3]1[CH:8]=[C:7]([O:9][CH3:10])[CH:6]=[C:5]2[C:4]=1[C:14]([CH3:15])=[CH:13][C:12](=[O:17])[NH:11]2 |f:2.3|. Reported procedure: Compound 9 (13.9 g, 58.6 mmol) was taken in a 100 mL round bottom flask and cooled to 0° C. Conc. H2SO4 (35 mL, 657 mmol) was added dropwise for 10 min at 0° C. and allowed the reaction mixture to reach room temperature over a period of 30 min. After completion of the reaction (TLC hexane : ethyl acetate 1:1, Rf=0.3) it was poured into water (200 mL) and solid separated was filtered, the solid was washed with water till neutral to pH and dried under vacuum to give product 5,7-dimethoxy4-methyl-1...